Dataset: the Open Reaction Database (ORD), a public repository of structured organic reaction records. Task: describe an organic reaction: reactants, conditions, products, and yield Reactants: COC=1C(=NC2=CC=C(C=C2N1)OC)NC(OCC)=O (Ethyl N-(3,6-dimethoxyquinoxalin-2-yl)carbamate), [N+](=O)([O-])C1=CC=C(C=C1)N1CCNCC1 (1-(4-nitrophenyl)piperazine). The product is COC=1C(=NC2=CC=C(C=C2N1)OC)NC(=O)N1CCN(CC1)C1=CC=C(C=C1)[N+](=O)[O-] (1-[(3,6-Dimethoxyquinoxalin-2-yl)aminocarbonyl]-4-(4-nitrophenyl)piperazine). Yield: 94.0%. Reaction SMILES: [CH3:1][O:2][C:3]1[C:4]([NH:15][C:16](=[O:20])OCC)=[N:5][C:6]2[C:11]([N:12]=1)=[CH:10][C:9]([O:13][CH3:14])=[CH:8][CH:7]=2.[N+:21]([C:24]1[CH:29]=[CH:28][C:27]([N:30]2[CH2:35][CH2:34][NH:33][CH2:32][CH2:31]2)=[CH:26][CH:25]=1)([O-:23])=[O:22]>>[CH3:1][O:2][C:3]1[C:4]([NH:15][C:16]([N:33]2[CH2:34][CH2:35][N:30]([C:27]3[CH:26]=[CH:25][C:24]([N+:21]([O-:23])=[O:22])=[CH:29][CH:28]=3)[CH2:31][CH2:32]2)=[O:20])=[N:5][C:6]2[C:11]([N:12]=1)=[CH:10][C:9]([O:13][CH3:14])=[CH:8][CH:7]=2. Procedure details: Ethyl N-(3,6-dimethoxyquinoxalin-2-yl)carbamate and 1-(4-nitrophenyl)piperazine were reacted by the same way with the example 148 to obtain the titled compound (yield, 94%). 1H NMR (300 MHz, CDCl3): δ 3.57-3.65 (m, 8H), 3.90 (s, 3H), 4.01 (s, 3H), 7.06 (d, J=9.4 Hz, 2H), 7.18-7.22 (m, 2H), 7.69 (d, J=8.6 Hz, 2H), 8.09 (d, J=9.4 Hz, 2H), 9.20 (s, 1H). The reactants are COC1=C(C(C(=O)N)=CC=C1)N (3-methoxyanthranilamide), BrC=1SC(=C(N1)C)Br (2,5-dibromo-4-methylthiazole). The product is BrC1=C(N2C(=NC3=C(C=CC=C3C2=O)OC)S1)C (2-bromo-3-methyl-9-methoxy-5H-thiazolo-(2,3-b)-quinazolin-5-one). Yield: 77.7%. RXN SMILES: [CH3:1][O:2][C:3]1[CH:11]=[CH:10][CH:9]=[C:5]([C:6]([NH2:8])=[O:7])[C:4]=1[NH2:12].Br[C:14]1[S:15][C:16]([Br:20])=[C:17]([CH3:19])N=1>>[Br:20][C:16]1[S:15][C:14]2=[N:12][C:4]3[C:5]([C:6](=[O:7])[N:8]2[C:17]=1[CH3:19])=[CH:9][CH:10]=[CH:11][C:3]=3[O:2][CH3:1]. Procedure details: 4.8 g of 3-methoxyanthranilamide and 7.5 g of 2,5-dibromo-4-methylthiazole were stirred for 12 hours at 140° C. After working up in the conventional manner there was obtained 7.3 g (77%) of the above compound; m.p. 198°-199° C.